Dataset: the Open Reaction Database (ORD), a public repository of structured organic reaction records. Task: describe an organic reaction: reactants, conditions, products, and yield Reactants: COC(=O)c1ccc(C2(C(=O)OC(C)(C)C)CCCCC2)cc1, [Li+], C1CCOC1, [OH-], O, O. The product is CC(C)(C)OC(=O)C1(c2ccc(C(=O)O)cc2)CCCCC1. RXN SMILES: [C:1]([CH3:2])([CH3:3])([CH3:4])[O:5][C:6](=[O:7])[C:8]1([c:14]2[cH:15][cH:16][c:17]([C:18](=[O:19])[O:20][CH3:21])[cH:22][cH:23]2)[CH2:9][CH2:10][CH2:11][CH2:12][CH2:13]1.[Li+:25].[O:27]1[CH2:28][CH2:29][CH2:30][CH2:31]1.[OH-:24].[OH2:26].[OH2:32]>>[C:1]([CH3:2])([CH3:3])([CH3:4])[O:5][C:6](=[O:7])[C:8]1([c:14]2[cH:15][cH:16][c:17]([C:18](=[O:19])[OH:20])[cH:22][cH:23]2)[CH2:9][CH2:10][CH2:11][CH2:12][CH2:13]1. The reactants are O=C([O-])O, CSc1ccc(C(Cc2cccc(-c3cc(C(C)(C)S(C)(=O)=O)cc4cccnc34)c2)C(O)c2ccccc2)cc1, CCOC(C)=O, ClCCl, [Na+]. Product: CSc1ccc(C(Cc2cccc(-c3cc(C(C)(C)S(C)(=O)=O)cc4cccnc34)c2)C(=O)c2ccccc2)cc1. RXN SMILES: [C:45](=[O:46])([OH:47])[O-:48].[CH3:1][S:2](=[O:3])(=[O:4])[C:5]([CH3:6])([CH3:7])[c:8]1[cH:9][c:10]2[cH:11][cH:12][cH:13][n:14][c:15]2[c:16](-[c:18]2[cH:19][c:20]([CH2:24][CH:25]([CH:26]([OH:27])[c:28]3[cH:29][cH:30][cH:31][cH:32][cH:33]3)[c:34]3[cH:35][cH:36][c:37]([S:40][CH3:41])[cH:38][cH:39]3)[cH:21][cH:22][cH:23]2)[cH:17]1.[CH3:50][CH2:51][O:52][C:53](=[O:54])[CH3:55].[Cl:42][CH2:43][Cl:44].[Na+:49]>>[CH3:1][S:2](=[O:3])(=[O:4])[C:5]([CH3:6])([CH3:7])[c:8]1[cH:9][c:10]2[cH:11][cH:12][cH:13][n:14][c:15]2[c:16](-[c:18]2[cH:19][c:20]([CH2:24][CH:25]([C:26](=[O:27])[c:28]3[cH:29][cH:30][cH:31][cH:32][cH:33]3)[c:34]3[cH:35][cH:36][c:37]([S:40][CH3:41])[cH:38][cH:39]3)[cH:21][cH:22][cH:23]2)[cH:17]1.